This data is from the Open Reaction Database (ORD), a public repository of structured organic reaction records. The task is: describe an organic reaction: reactants, conditions, products, and yield The reactants are [Br-].COC(=O)C=1C=C(C[P+](C2=CC=CC=C2)(C2=CC=CC=C2)C2=CC=CC=C2)C=CC1 (3-methoxycarbonyl-benzyl-triphenylphosphonium bromide), [H-].[Na+] (Sodium hydride), ice, O (Water), C12(CC3CC(CC(C1)C3)C2)CCC2=C(N=C(N2C)C2=C(C=CC=C2)C)C=O (5-(2-Adamantan-1-yl-ethyl)-1-methyl-2-o-tolyl-1H-imidazole-4-carbaldehyde). The solvent is C1CCOC1 (THF), C(C)(=O)OCC (ethyl acetate), C1CCOC1 (THF). Conditions: time 10 minute. Yields the product COC(C1=CC(=CC=C1)C=CC=1N=C(N(C1CCC12CC3CC(CC(C1)C3)C2)C)C2=C(C=CC=C2)C)=O (3-{2-[5-(2-Adamantan-1-yl-ethyl)-1-methyl-2-o-tolyl-1H-imidazol-4-yl]-vinyl}-benzoic acid methyl Ester). As a reaction SMILES: [H-].[Na+].[Br-].[CH3:4][O:5][C:6]([C:8]1[CH:9]=[C:10]([CH:31]=[CH:32][CH:33]=1)[CH2:11][P+](C1C=CC=CC=1)(C1C=CC=CC=1)C1C=CC=CC=1)=[O:7].[C:34]12([CH2:44][CH2:45][C:46]3[N:50]([CH3:51])[C:49]([C:52]4[CH:57]=[CH:56][CH:55]=[CH:54][C:53]=4[CH3:58])=[N:48][C:47]=3[CH:59]=O)[CH2:43][CH:38]3[CH2:39][CH:40]([CH2:42][CH:36]([CH2:37]3)[CH2:35]1)[CH2:41]2.O>C1COCC1.C(OCC)(=O)C>[CH3:4][O:5][C:6](=[O:7])[C:8]1[CH:33]=[CH:32][CH:31]=[C:10]([CH:11]=[CH:59][C:47]2[N:48]=[C:49]([C:52]3[CH:57]=[CH:56][CH:55]=[CH:54][C:53]=3[CH3:58])[N:50]([CH3:51])[C:46]=2[CH2:45][CH2:44][C:34]23[CH2:43][CH:38]4[CH2:37][CH:36]([CH2:42][CH:40]([CH2:39]4)[CH2:41]2)[CH2:35]3)[CH:9]=1 |f:0.1,2.3|. Procedure details: Sodium hydride (60% dispersion in oil) (122 mg, 3.05 mmol) was added to an ice cooled suspension of 3-methoxycarbonyl-benzyl-triphenylphosphonium bromide (1.25 g, 2.54 mmol) in THF (5 ml). The yellow suspension was stirred at room temperature for 10 min, cooled to 0° C. and the solution of the product of step b (7686 mg, 2.12 mmol) in THF (5 ml) was added. The suspension was allowed to warm to room temperature and stirred for 72 h. Water (2 ml), then ethyl acetate (40 ml) were added. The organic... The reactants are BrC=1C=C2C(=C(C=NC2=CC1)C(=O)C1CC1)Cl ((6-bromo-4-chloroquinolin-3-yl)(cyclopropyl)methanone), N1(CCCC1)CC1CCNCC1 (4-(pyrrolidin-1-ylmethyl)piperidine). The product is BrC=1C=C2C(=C(C=NC2=CC1)C(=O)C1CC1)N1CCC(CC1)CN1CCCC1 ({6-Bromo-4-[4-(pyrrolidin-1-ylmethyl)piperidin-1-yl]quinolin-3-yl}(cyclopropyl)methanone). Isolated yield 69.8%. Reaction SMILES: [Br:1][C:2]1[CH:3]=[C:4]2[C:9](=[CH:10][CH:11]=1)[N:8]=[CH:7][C:6]([C:12]([CH:14]1[CH2:16][CH2:15]1)=[O:13])=[C:5]2Cl.[N:18]1([CH2:23][CH:24]2[CH2:29][CH2:28][NH:27][CH2:26][CH2:25]2)[CH2:22][CH2:21][CH2:20][CH2:19]1>>[Br:1][C:2]1[CH:3]=[C:4]2[C:9](=[CH:10][CH:11]=1)[N:8]=[CH:7][C:6]([C:12]([CH:14]1[CH2:16][CH2:15]1)=[O:13])=[C:5]2[N:27]1[CH2:26][CH2:25][CH:24]([CH2:23][N:18]2[CH2:22][CH2:21][CH2:20][CH2:19]2)[CH2:29][CH2:28]1. Procedure details: Following general procedure B, (6-bromo-4-chloroquinolin-3-yl)(cyclopropyl)methanone (210 mg, 0.680 mmol) was reacted with 4-(pyrrolidin-1-ylmethyl)piperidine (229 mg, 1.36 mmol) to afford the desired product (210 mg, 70%) as a yellow semisolid: ESI MS m/z 443 [C23H28BrN3O+H]+.